From a dataset of the Open Reaction Database (ORD), a public repository of structured organic reaction records. describe an organic reaction: reactants, conditions, products, and yield Reactants: O=c1ccc(-c2ccc(I)cc2)n[nH]1, O=P(Cl)(Cl)Cl. Product: Clc1ccc(-c2ccc(I)cc2)nn1. As a reaction SMILES: [I:1][c:2]1[cH:3][cH:4][c:5](-[c:8]2[cH:9][cH:10][c:11](=[O:14])[nH:12][n:13]2)[cH:6][cH:7]1.[P:15]([Cl:16])([Cl:17])([Cl:18])=[O:19]>>[I:1][c:2]1[cH:3][cH:4][c:5](-[c:8]2[cH:9][cH:10][c:11]([Cl:17])[n:12][n:13]2)[cH:6][cH:7]1. The product is C1(=CC=CC=C1)CC=CCC1=CC=CC=C1 (1,4-diphenylbut-2-ene). The reactants are C(C=C)C1=CC=CC=C1 (allyl benzene), C1(=CC=CC=C1)C\C=C/CC1=CC=CC=C1 ((Z)-1,4-diphenylbut-2-ene). Reaction SMILES: C(C1C=CC=CC=1)C=C.[C:10]1([CH2:16]/[CH:17]=[CH:18]\[CH2:19][C:20]2[CH:25]=[CH:24][CH:23]=[CH:22][CH:21]=2)[CH:15]=[CH:14][CH:13]=[CH:12][CH:11]=1>>[C:10]1([CH2:16][CH:17]=[CH:18][CH2:19][C:20]2[CH:21]=[CH:22][CH:23]=[CH:24][CH:25]=2)[CH:15]=[CH:14][CH:13]=[CH:12][CH:11]=1. Procedure: After the reaction was cooled to room temperature, the product was purified by silica column chromatography using hexanes as the eluant. The fraction containing the product was dried via rotavap to remove the solvent, affording the product as colorless liquid. The scale of a typical reaction was 2 mL of the substrate, allyl benzene. (Z)-1,4-diphenylbut-2-ene: 1H NMR (500 MHz, CDCl3) δ 7.30 (m, 10, Ar—H), 5.76 (m, 2, CH), 3.57 (d, 4, CH2, JHH=6 Hz); 13C NMR (125 MHz, CDCl3) δ 141.03, 129.31, 138.... Reactants: O=C1CCC(=O)N1Br, c1ccc2c(c1)CCN2C1CCC2(CC1)OCCO2, CN(C)C=O, O. Product: Brc1ccc2c(c1)CCN2C1CCC2(CC1)OCCO2. RXN SMILES: [Br:20][N:21]1[C:22](=[O:23])[CH2:24][CH2:25][C:26]1=[O:27].[O:1]1[CH2:2][CH2:3][O:4][C:5]12[CH2:6][CH2:7][CH:8]([N:11]1[CH2:12][CH2:13][c:14]3[cH:15][cH:16][cH:17][cH:18][c:19]31)[CH2:9][CH2:10]2.[O:28]=[CH:29][N:30]([CH3:31])[CH3:32].[OH2:33]>>[O:1]1[CH2:2][CH2:3][O:4][C:5]12[CH2:6][CH2:7][CH:8]([N:11]1[CH2:12][CH2:13][c:14]3[cH:15][c:16]([Br:20])[cH:17][cH:18][c:19]31)[CH2:9][CH2:10]2. The reactants are BrC=1C=CC(=NC1)F (5-bromo-2-fluoropyridine), C1(=CC=CC=C1)C1(CCC1)N (1-phenylcyclobutanamine), CN1CCCC1=O (NMP). Solvent: O (water). Reaction conditions: temperature 120 celsius, time 72 hour. The product is BrC=1C=CC(=NC1)NC1(CCC1)C1=CC=CC=C1 (5-bromo-N-(1-phenylcyclobutyl)pyridin-2-amine). Yield: 6.7%. RXN SMILES: [Br:1][C:2]1[CH:3]=[CH:4][C:5](F)=[N:6][CH:7]=1.[C:9]1([C:15]2([NH2:19])[CH2:18][CH2:17][CH2:16]2)[CH:14]=[CH:13][CH:12]=[CH:11][CH:10]=1.CN1C(=O)CCC1>O>[Br:1][C:2]1[CH:3]=[CH:4][C:5]([NH:19][C:15]2([C:9]3[CH:14]=[CH:13][CH:12]=[CH:11][CH:10]=3)[CH2:16][CH2:17][CH2:18]2)=[N:6][CH:7]=1. Procedure: To a 20 dram vial was added 5-bromo-2-fluoropyridine (250 mg, 5.0 mmol, 1.0 equiv), 1-phenylcyclobutanamine (1.0 g, 7 mmol, 1.4 equiv), and NMP (1 mL). The reaction was heated to 120° C., stirred for 72 h, and then diluted with water (20 mL) and extracted with ethyl acetate (50 mL). The organic layer was then dried over Na2SO4, filtered, and concentrated to give a crude solid that was purified by silica gel column chromatography to give 102 mg (26%) of 5-bromo-N-(1-phenylcyclobutyl)pyridin-2-ami...